Dataset: the Open Reaction Database (ORD), a public repository of structured organic reaction records. Task: describe an organic reaction: reactants, conditions, products, and yield Starting materials: C(CCC)[Li] (n-butyllithium), C(CO)O (ethylene glycol), BrCC=C(C1=CC=CC=C1)C1=C(C=CC=C1)C (3-Bromo-1-(2-methylphenyl)-1-phenyl-1-propene). The solvent is O (water), hexanes. Run at time 0.5 hour. Product: CC1=C(C=CC=C1)C(=CCOCCO)C1=CC=CC=C1 (2-(3-(2-methyl-phenyl)-3-phenyl-2-propen-1-yloxy)ethanol). The yield is 45.0%. As a reaction SMILES: C([Li])CCC.[CH2:6]([OH:9])[CH2:7][OH:8].Br[CH2:11][CH:12]=[C:13]([C:20]1[CH:25]=[CH:24][CH:23]=[CH:22][C:21]=1[CH3:26])[C:14]1[CH:19]=[CH:18][CH:17]=[CH:16][CH:15]=1>O>[CH3:26][C:21]1[CH:22]=[CH:23][CH:24]=[CH:25][C:20]=1[C:13]([C:14]1[CH:19]=[CH:18][CH:17]=[CH:16][CH:15]=1)=[CH:12][CH2:11][O:8][CH2:7][CH2:6][OH:9]. Procedure: A solution of n-butyllithium in hexanes (13.0 ml, 2.5 M) was added dropwise under a nitrogen atmosphere to ethylene glycol (30 ml) at 10° C. When addition was complete the mixture was stirred 0.5 h at room temperature. 3-Bromo-1-(2-methylphenyl)-1-phenyl-1-propene (9.3 g, 32 mmol) was added and the reaction mixture was stirred at room temperature for 100 h. The mixture was poured into water (200 ml) and extracted with ethyl acetate (3×75 ml). The combined organic extracts was dried (Na2SO4) and ...